This data is from the Open Reaction Database (ORD), a public repository of structured organic reaction records. The task is: describe an organic reaction: reactants, conditions, products, and yield The product is C(CCC)[Sn](C1=C2C=CC(=NC2=CC=C1[N+](=O)[O-])C1(N(CCNC1)C(C)(C)C)C(=O)O)(CCCC)CCCC (5-Tributylstannyl-6-nitro-2-(1-tert-butylcarboxypiperazinyl)quinoline). The yield is 50.4%. Run in C1CCOC1 (THF). Starting materials: BrC1=C2C=CC(=NC2=CC=C1[N+](=O)[O-])C1(N(CCNC1)C(C)(C)C)C(=O)O (5-Bromo-6-nitro-2-(1-tert-butylcarboxypiperazinyl)quinoline), [Li]CCCC (nBuLi), O (Water), [Sn](CCCC)(CCCC)(CCCC)Cl (Bu3SnCl). As a reaction SMILES: Br[C:2]1[C:11]([N+:12]([O-:14])=[O:13])=[CH:10][CH:9]=[C:8]2[C:3]=1[CH:4]=[CH:5][C:6]([C:15]1([C:25]([OH:27])=[O:26])[CH2:20][NH:19][CH2:18][CH2:17][N:16]1[C:21]([CH3:24])([CH3:23])[CH3:22])=[N:7]2.[Li]CCCC.[Sn:33](Cl)([CH2:42][CH2:43][CH2:44][CH3:45])([CH2:38][CH2:39][CH2:40][CH3:41])[CH2:34][CH2:35][CH2:36][CH3:37].O>C1COCC1>[CH2:42]([Sn:33]([CH2:34][CH2:35][CH2:36][CH3:37])([CH2:38][CH2:39][CH2:40][CH3:41])[C:2]1[C:11]([N+:12]([O-:14])=[O:13])=[CH:10][CH:9]=[C:8]2[C:3]=1[CH:4]=[CH:5][C:6]([C:15]1([C:25]([OH:27])=[O:26])[CH2:20][NH:19][CH2:18][CH2:17][N:16]1[C:21]([CH3:24])([CH3:23])[CH3:22])=[N:7]2)[CH2:43][CH2:44][CH3:45]. Reaction conditions: time 2 hour. Procedure details: To a -100° C. solution of 15 (200 mg, 0.46 mmol) in dry THF (8 ml) was added nBuLi (1.6M, 0.50 mmol, 0.31 ml) dropwise. The resulting black-green solution was stirred for 10 min. at which time Bu3SnCl (0.15 ml, 0.54 mmol) was added neat. The solution was allowed to reach room temperature and stirred 2 h. Water was added and the mixture was extracted with ether. The combined ether extracts were dried (MgSO4) and concentrated to a brown oil. HPLC purification of the oil (Whatman Partisil 10 column... Reactants: Cl (hydrogen chloride), C(C(=C)C)(=O)O (methacrylic acid), CP(Cl)Cl (methyldichlorophosphine), O (H2O), carboxylic acid dichloride. Reaction conditions: time 1 hour. Yields the product CP1(OC(C(C1)C)=O)=O (2,4-dimethyl-2,5-dioxo-1,2-oxa-phospholane). Isolated yield 85.1%. Reaction SMILES: [C:1]([OH:6])(=[O:5])[C:2]([CH3:4])=[CH2:3].[CH3:7][P:8](Cl)Cl.Cl.[OH2:12]>>[CH3:7][P:8]1(=[O:12])[CH2:3][CH:2]([CH3:4])[C:1](=[O:6])[O:5]1. Procedure: 86 g (1 mol) of methacrylic acid were added dropwise to 117 g (1 mol) of methyldichlorophosphine at a temperature from 40° to 45° C. The mixture was stirred for 1 hour at said temperature. Phosphinic-carboxylic acid dichloride was then decomposed with 18 ml of H2O at a temperature of from 40° to 60° C., whereby a considerable formation of hydrogen chloride occurred. The residual quantity of hydrogen chloride in the reaction mixture was removed in a water-jet vacuum at 150° C. The residue was dis... Starting materials: C[O-].[Na+] (sodium methoxide), C(C)(=S)O (thioacetic acid), C(C)O (ethanol), BrCC(=O)C1=CC=CC=C1 (α-bromoacetophenone), C(C)O (ethanol). Run in CCOCC (ether). The product is C(C)(=O)CC(=S)C1=CC=CC=C1 (α-Acetylthioacetophenone). RXN SMILES: C[O-].[Na+].[C:4](O)(=[S:6])[CH3:5].BrCC([C:12]1[CH:17]=[CH:16][CH:15]=[CH:14][CH:13]=1)=O.[CH2:18]([OH:20])[CH3:19]>CCOCC>[C:18]([CH2:5][C:4]([C:12]1[CH:17]=[CH:16][CH:15]=[CH:14][CH:13]=1)=[S:6])(=[O:20])[CH3:19] |f:0.1|. Reported procedure: To a solution of 54.0 g (1.0M) sodium methoxide in 100 ml absolute ethanol stirring under nitrogen at reflux temperature 74 ml (76.1 g, 1.0M) thioacetic acid is added dropwise over a period of 0.5 hours. Upon complete addition the solution is refluxed for 15 minutes. To the yellow solution stirring under nitrogen atmosphere at reflux temperature, a solution of 199.1 g (1.0M) α-bromoacetophenone in 800 ml absolute ethanol is added rapidly dropwise over a period of 70 minutes. After complete addit... Starting materials: C(C)(C)(C)OC(NC=1SC(=CN1)Br)=O ((5-Bromo-thiazol-2-yl)-carbamic acid tert-butyl ester), O (water), C[Si](C)(C)C#C (trimethylsilylacetylene), PdCl2 (PPh3)2. Reagents/catalysts: [Cu]I (CuI). The solvent is C(C)N(CC)CC (triethylamine). Reaction conditions: temperature 80 celsius. Yields the product C(C)(C)(C)OC(NC=1SC(=CN1)C#C[Si](C)(C)C)=O ((5-trimethylsilanylethynyl-thiazol-2-yl)-carbamic acid tert-butyl ester). Isolated yield 79.1%. Reaction SMILES: [C:1]([O:5][C:6](=[O:14])[NH:7][C:8]1[S:9][C:10](Br)=[CH:11][N:12]=1)([CH3:4])([CH3:3])[CH3:2].[CH3:15][Si:16]([C:19]#[CH:20])([CH3:18])[CH3:17].O>C(N(CC)CC)C.[Cu]I>[C:1]([O:5][C:6](=[O:14])[NH:7][C:8]1[S:9][C:10]([C:20]#[C:19][Si:16]([CH3:18])([CH3:17])[CH3:15])=[CH:11][N:12]=1)([CH3:4])([CH3:3])[CH3:2]. Reported procedure: (5-Bromo-thiazol-2-yl)-carbamic acid tert-butyl ester (2.0 g, 7.164 mmol) was taken in triethylamine (20 ml). To this solution was added CuI (0.041 g, 0.215 mmol), PdCl2 (PPh3)2 (0.050 g, 0.071 mmol) followed by the addition of trimethylsilylacetylene (1.055 g, 10.741 mmol). The reaction was heated at 80° C. overnight. Reaction mixture was cooled to room temperature and poured into water (50 ml), extracted with ethyl acetate (30 ml×3). The combined organic layer was washed with 1N HCl followed b... Reactants: C(C)(C)[N-]C(C)C.[Li+] (lithium diisopropylamide), C(C1=CC=CC=C1)Br (benzyl bromide), C1(CC1)C#N (cyclopropyl cyanide). Solvent: C1CCOC1 (THF), C1CCOC1 (THF), C1CCOC1 (THF). Conditions: time 30 minute. Product: C(C1=CC=CC=C1)C1(CC1)C#N (1-benzyl-1-cyclopropanecarbonitrile). Reaction SMILES: [CH:1]1([C:4]#[N:5])[CH2:3][CH2:2]1.C([N-]C(C)C)(C)C.[Li+].[CH2:14](Br)[C:15]1[CH:20]=[CH:19][CH:18]=[CH:17][CH:16]=1>C1COCC1>[CH2:14]([C:1]1([C:4]#[N:5])[CH2:3][CH2:2]1)[C:15]1[CH:20]=[CH:19][CH:18]=[CH:17][CH:16]=1 |f:1.2|. Procedure details: A solution of cyclopropyl cyanide (3.0 mL, 40 mmol) in 20 mL THF was dropwise added to a stirred, freshly prepared, mixture of lithium diisopropylamide (40 mmol) in THF (100 mL) at −78° C. After 30 min, a solution of benzyl bromide 7.8 mL, 60 mmol) in THF (20 mL) was dropwise added. The resulting mixture was warmed slowly over several hrs and stirred at rt 48 hr. The reaction was quenched (250 mL saturated NH4Cl), extracted with ether (3×100 mL) and the combined organic extracts were dried (MgSO... Starting materials: [OH-].[K+] (KOH), C(C)OC(=O)C1=NN2C(C(=CC=C2)C(NCC23CC4CC(CC(C2)C4)C3)=O)=C1 (4-[(adamantan-1-ylmethyl)carbamoyl]-pyrazolo[1,5-a]pyridine-2-carboxylic acid ethyl ester). The solvent is CCO (EtOH). Run at time 4 hour. The product is C12(CC3CC(CC(C1)C3)C2)CNC(=O)C=2C=3N(C=CC2)N=C(C3)C(=O)O (4-[(Adamantan-1-ylmethyl)carbamoyl]pyrazolo[1,5-a]pyridine-2-carboxylic acid). Reaction SMILES: [OH-].[K+].C([O:5][C:6]([C:8]1[CH:30]=[C:11]2[C:12]([C:16](=[O:29])[NH:17][CH2:18][C:19]34[CH2:28][CH:23]5[CH2:24][CH:25]([CH2:27][CH:21]([CH2:22]5)[CH2:20]3)[CH2:26]4)=[CH:13][CH:14]=[CH:15][N:10]2[N:9]=1)=[O:7])C>CCO>[C:19]12([CH2:18][NH:17][C:16]([C:12]3[C:11]4[N:10]([N:9]=[C:8]([C:6]([OH:7])=[O:5])[CH:30]=4)[CH:15]=[CH:14][CH:13]=3)=[O:29])[CH2:28][CH:23]3[CH2:22][CH:21]([CH2:27][CH:25]([CH2:24]3)[CH2:26]1)[CH2:20]2 |f:0.1|. Procedure details: 3 M Aqueous KOH (2.6 mL) is added to a mixture of 4-[(adamantan-1-ylmethyl)carbamoyl]-pyrazolo[1,5-a]pyridine-2-carboxylic acid ethyl ester (503 mg, 1.32 mmol) and EtOH (6.6 mL). After 4 h, the volatiles are removed under reduced pressure. The aqueous residue is diluted with water (2 mL) and then acidified with 1 M aq. HCl to ˜pH 2. The solids are collected by filtration and then dried to afford the title compound as a light yellow powder. 1H NMR (400 MHz, ((CD3)2SO) δ: 8.86 (d, 1H), 8.50 (t, 1H... Reactants: COC=1C=C(C=CC1[N+](=O)[O-])N1CCC(CC1)=O (1-[3-(methyloxy)-4-nitrophenyl]-4-piperidinone), CNC (dimethylamine), CC(=O)O (HOAc), C(C)(=O)O[BH-](OC(C)=O)OC(C)=O.[Na+] (sodium triacetoxyborohydride). Run in O (H2O), ClCCCl (1,2-dichloroethane). Yields the product CN(C1CCN(CC1)C1=CC(=C(C=C1)[N+](=O)[O-])OC)C (N,N-dimethyl-1-[3-(methyloxy)-4-nitrophenyl]-4-piperidinamine). The yield is 87.6%. Reaction SMILES: [CH3:1][O:2][C:3]1[CH:4]=[C:5]([N:12]2[CH2:17][CH2:16][C:15](=O)[CH2:14][CH2:13]2)[CH:6]=[CH:7][C:8]=1[N+:9]([O-:11])=[O:10].[CH3:19][NH:20][CH3:21].CC(O)=O.C(O[BH-](OC(=O)C)OC(=O)C)(=O)C.[Na+]>ClCCCl.O>[CH3:19][N:20]([CH3:21])[CH:15]1[CH2:16][CH2:17][N:12]([C:5]2[CH:6]=[CH:7][C:8]([N+:9]([O-:11])=[O:10])=[C:3]([O:2][CH3:1])[CH:4]=2)[CH2:13][CH2:14]1 |f:3.4|. Procedure details: To a solution of 1-[3-(methyloxy)-4-nitrophenyl]-4-piperidinone (Example 57, step B; 1.41 g, 5.6 mmol) in 50 mL 1,2-dichloroethane was added a solution of dimethylamine (2M in THF, 5.6 mL, 11.2 mmol), HOAc (1.3 mL, 22.4 mmol) and sodium triacetoxyborohydride (1.78 g, 8.4 mmol). When TLC indicated the reaction to be complete, the solution was diluted with H2O and extracted with DCM. The aqueous phase was brought to pH>7 with the addition of saturated NaHCO3. This was extracted twice with DCM and ...